This data is from the Open Reaction Database (ORD), a public repository of structured organic reaction records. The task is: describe an organic reaction: reactants, conditions, products, and yield Procedure: A mixture of 2-chloro-5-fluoro-4-(4-fluoro-2-methoxyphenyl)pyrimidine (750 mg; 2.92 mmol), 3-[(ethylsulfanyl)methyl]aniline (376 mg; 2.24 mmol), chloro(2-dicyclohexylphosphino-2′,4′,6′-tri-iso-propyl-1,1′-biphenyl)[2-(2-aminoethyl)phenyl]palladium(II) methyl-tert-butylether adduct (139 mg; 0.17 mmol; ABCR GmbH & CO. KG) and 2-(dicyclohexylphosphino)-2′,4′,6′-triisopropylbiphenyl (80 mg; 0.17 mmol; Aldrich Chemical Company Inc.) and potassium phosphate (2.39 g; 11.24 mmol) in toluene (15 ml) and ... Reaction conditions: temperature 130 celsius, time 3 hour. Reactants: ClC1=NC=C(C(=N1)C1=C(C=C(C=C1)F)OC)F (2-chloro-5-fluoro-4-(4-fluoro-2-methoxyphenyl)pyrimidine), C(C)SCC=1C=C(N)C=CC1 (3-[(ethylsulfanyl)methyl]aniline), chloro(2-dicyclohexylphosphino-2′,4′,6′-tri-iso-propyl-1,1′-biphenyl)[2-(2-aminoethyl)phenyl]palladium(II) methyl-tert-butylether, C1(CCCCC1)P(C1=C(C=CC=C1)C1=C(C=C(C=C1C(C)C)C(C)C)C(C)C)C1CCCCC1 (2-(dicyclohexylphosphino)-2′,4′,6′-triisopropylbiphenyl), P(=O)([O-])([O-])[O-].[K+].[K+].[K+] (potassium phosphate). The solvent is C(C)(=O)OCC (ethyl acetate), C1(=CC=CC=C1)C (toluene), CN1CCCC1=O (NMP). Product: C(C)SCC=1C=C(C=CC1)NC1=NC=C(C(=N1)C1=C(C=C(C=C1)F)OC)F (N-{3-[(Ethylsulfanyl)methyl]phenyl}-5-fluoro-4-(4-fluoro-2-methoxyphenyl)pyrimidin-2-amine). As a reaction SMILES: Cl[C:2]1[N:7]=[C:6]([C:8]2[CH:13]=[CH:12][C:11]([F:14])=[CH:10][C:9]=2[O:15][CH3:16])[C:5]([F:17])=[CH:4][N:3]=1.[CH2:18]([S:20][CH2:21][C:22]1[CH:23]=[C:24]([CH:26]=[CH:27][CH:28]=1)[NH2:25])[CH3:19].C1(P(C2CCCCC2)C2C=CC=CC=2C2C(C(C)C)=CC(C(C)C)=CC=2C(C)C)CCCCC1.P([O-])([O-])([O-])=O.[K+].[K+].[K+]>C1(C)C=CC=CC=1.CN1C(=O)CCC1.C(OCC)(=O)C>[CH2:18]([S:20][CH2:21][C:22]1[CH:23]=[C:24]([NH:25][C:2]2[N:7]=[C:6]([C:8]3[CH:13]=[CH:12][C:11]([F:14])=[CH:10][C:9]=3[O:15][CH3:16])[C:5]([F:17])=[CH:4][N:3]=2)[CH:26]=[CH:27][CH:28]=1)[CH3:19] |f:3.4.5.6|. Starting materials: O (water), C1=CC(=CC=C1O)C (p-cresol), C([O-])([O-])=O.[K+].[K+] (potassium carbonate), BrCC(=O)OCC (ethyl bromoacetate). The solvent is CC(=O)C (acetone). The product is CC1=CC=C(OCC(=O)OCC)C=C1 (ethyl (4-methylphenoxy)acetate). RXN SMILES: [CH:1]1[C:6]([OH:7])=[CH:5][CH:4]=[C:3]([CH3:8])[CH:2]=1.C(=O)([O-])[O-].[K+].[K+].Br[CH2:16][C:17]([O:19][CH2:20][CH3:21])=[O:18].O>CC(C)=O>[CH3:8][C:3]1[CH:4]=[CH:5][C:6]([O:7][CH2:16][C:17]([O:19][CH2:20][CH3:21])=[O:18])=[CH:1][CH:2]=1 |f:1.2.3|. Reported procedure: A stirred mixture of p-cresol (14.6 g, 0.135 mole) and anhydrous potassium carbonate (37.2 g, 0.27 mole) in dry acetone (200 ml) was heated under reflux for 30 minutes. The mixture was then cooled to room temperature and ethyl bromoacetate (16.6 ml, 0.15 mole) added. The mixture was heated upto reflux again and maintained at this temperature for 41/2 hours, then allowed to cool before pouring into water (1000 ml). The aqueous mixture was extracted with ether (2×250 ml) and the organic solution w... Starting materials: N(=NC(=O)OCC)C(=O)OCC (Diethyl azodicarboxylate), OC=1C=C(C=C(C1)C)OS(=O)(=O)C1=C(C=CC=C1)Cl (2-chlorobenzenesulfonic acid 3-hydroxy-5-methylphenyl ester), C(#N)C1=CC=C(CO)C=C1 (4-cyanobenzyl alcohol), C1(=CC=CC=C1)P(C1=CC=CC=C1)C1=CC=CC=C1 (triphenylphosphine). Run in O1CCCC1 (tetrahydrofuran). Run at temperature 0 celsius, time 3 hour. The product is C(#N)C1=CC=C(C=C1)COC=1C=C(C=C(C1)C)OS(=O)(=O)C1=C(C=CC=C1)Cl (2-Chlorobenzenesulfonic acid 3-[(4-cyanophenyl)methoxy]-5-methylphenyl ester). The yield is 76.5%. Reaction SMILES: N(C(OCC)=O)=NC(OCC)=O.[OH:13][C:14]1[CH:15]=[C:16]([O:21][S:22]([C:25]2[CH:30]=[CH:29][CH:28]=[CH:27][C:26]=2[Cl:31])(=[O:24])=[O:23])[CH:17]=[C:18]([CH3:20])[CH:19]=1.[C:32]([C:34]1[CH:41]=[CH:40][C:37]([CH2:38]O)=[CH:36][CH:35]=1)#[N:33].C1(P(C2C=CC=CC=2)C2C=CC=CC=2)C=CC=CC=1>O1CCCC1>[C:32]([C:34]1[CH:41]=[CH:40][C:37]([CH2:38][O:13][C:14]2[CH:15]=[C:16]([O:21][S:22]([C:25]3[CH:30]=[CH:29][CH:28]=[CH:27][C:26]=3[Cl:31])(=[O:24])=[O:23])[CH:17]=[C:18]([CH3:20])[CH:19]=2)=[CH:36][CH:35]=1)#[N:33]. Procedure: Diethyl azodicarboxylate (524 mg, 3.0 mmol) was added to a solution of 2-chlorobenzenesulfonic acid 3-hydroxy-5-methylphenyl ester (900 mg, 3.0 mmol), as prepared in step (c) of the Example 1, 4-cyanobenzyl alcohol (400 mg, 3.0 mmol; Yoon et al., J. Org. Chem. 38:2786-2792 (1973)), and triphenylphosphine (790 mg, 3.0 mmol) in tetrahydrofuran (20 mL) at 0° C. The mixture was stirred at 0° C. for 2 h and at room temperature for 3 h. The reaction mixture was quenched with water (50 mL) and extracte...